From a dataset of the Open Reaction Database (ORD), a public repository of structured organic reaction records. describe an organic reaction: reactants, conditions, products, and yield Reactants: O=C1C2=C(SCC3C1CCCC3)C=C(C=C2)C(C(=O)O)C (2-(6,6a,7,8,9,10,10a,11-octahydro-11-oxodibenzo[b,e]thiepin-3-yl)propionic acid), S(O)(O)(=O)=O (sulfuric acid), C(C=C)O (allyl alcohol). Solvent: O (water). Conditions: temperature 110 celsius. Product: O=C1C2=C(SCC3C1CCCC3)C=C(C=C2)C(C(=O)OCC=C)C (Allyl 2-(6,6a,7,8,9,10,10a,11-octahydro-11-oxodibenzo[b,e]thiepin-3-yl)propionate). RXN SMILES: [O:1]=[C:2]1[CH:8]2[CH2:9][CH2:10][CH2:11][CH2:12][CH:7]2[CH2:6][S:5][C:4]2[CH:13]=[C:14]([CH:17]([CH3:21])[C:18]([OH:20])=[O:19])[CH:15]=[CH:16][C:3]1=2.S(=O)(=O)(O)O.[CH2:27](O)[CH:28]=[CH2:29]>O>[O:1]=[C:2]1[CH:8]2[CH2:9][CH2:10][CH2:11][CH2:12][CH:7]2[CH2:6][S:5][C:4]2[CH:13]=[C:14]([CH:17]([CH3:21])[C:18]([O:20][CH2:29][CH:28]=[CH2:27])=[O:19])[CH:15]=[CH:16][C:3]1=2. Procedure details: To a solution of 2-(6,6a,7,8,9,10,10a,11-octahydro-11-oxodibenzo[b,e]thiepin-3-yl)propionic acid (2.0 g) in allyl alcohol (20 ml) was added concentrated sulfuric acid (1 ml) and the mixture was heated under reflux for one hour in an oil bath maintained at 110° C. The reaction mixture was diluted with water and extracted with toluene. The toluene layers were washed with water, dried over anhydrous sodium sulfate and evaporated to dryness under reduced pressure. The residue was chromatographed on ... Reactants: BrC1=CN=C2N1C=CC(=N2)C(F)(F)F (3-Bromo-7-trifluoromethylimidazo[1,2-α]pyrimidine), CC1(COB(OC1)C=1C=CC(=C(C1)C=1C(=C(C=CC1)F)C#N)F)C (5′-(5,5-dimethyl-[1,3,2]dioxaborinan-2-yl)-3,2′-difluorobiphenyl-2-carbonitrile). The product is FC1=C(C(=CC=C1)C1=C(C=CC(=C1)C1=CN=C2N1C=CC(=N2)C(F)(F)F)F)C#N (3,2′-difluoro-5′-(7-trifluoromethylimidazo[1,2-α]pyrimidin-3-yl)biphenyl-2-carbonitrile). As a reaction SMILES: Br[C:2]1[N:6]2[CH:7]=[CH:8][C:9]([C:11]([F:14])([F:13])[F:12])=[N:10][C:5]2=[N:4][CH:3]=1.CC1(C)COB([C:22]2[CH:23]=[CH:24][C:25]([F:37])=[C:26]([C:28]3[C:29]([C:35]#[N:36])=[C:30]([F:34])[CH:31]=[CH:32][CH:33]=3)[CH:27]=2)OC1>>[F:34][C:30]1[CH:31]=[CH:32][CH:33]=[C:28]([C:26]2[CH:27]=[C:22]([C:2]3[N:6]4[CH:7]=[CH:8][C:9]([C:11]([F:14])([F:13])[F:12])=[N:10][C:5]4=[N:4][CH:3]=3)[CH:23]=[CH:24][C:25]=2[F:37])[C:29]=1[C:35]#[N:36]. Procedure details: 3-Bromo-7-trifluoromethylimidazo[1,2-α]pyrimidine was coupled with 5′-(5,5-dimethyl-[1,3,2]dioxaborinan-2-yl)-3,2′-difluorobiphenyl-2-carbonitrile as described in Example 1 to give 3,2′-difluoro-5′-(7-trifluoromethylimidazo[1,2-α]pyrimidin-3-yl)biphenyl-2-carbonitrile as an off-white solid: δH (360 MHz, CDCl3) 7.31 (2H, dd, J 7 and 3), 7.43-7.49 (2H, m), 7.64-7.75 (3H, m), 8.10 (1H, s), 9.04 (1H, d, J 7); m/z (ES+) 401 (M++H). Reactants: Cl (hydrochloric acid), CNC(SC)=N[N+](=O)[O-] (N,S-dimethyl-N'-nitroisothiourea), C([O-])([O-])=O.[K+].[K+] (potassium carbonate), C(C)(=O)OC(C)=O (acetic anhydride). Run in C(C)#N (acetonitrile). Reaction conditions: time 5 hour. Product: C(C)(=O)N(C(SC)=N[N+](=O)[O-])C (N-acetyl-N,S-dimethyl-N'-nitroisothiourea). Isolated yield 93.6%. As a reaction SMILES: [CH3:1][NH:2][C:3](=[N:6][N+:7]([O-:9])=[O:8])[S:4][CH3:5].C(=O)([O-])[O-].[K+].[K+].[C:16]([O:19]C(=O)C)(=O)[CH3:17].Cl>C(#N)C>[C:16]([N:2]([CH3:1])[C:3](=[N:6][N+:7]([O-:9])=[O:8])[S:4][CH3:5])(=[O:19])[CH3:17] |f:1.2.3|. Reported procedure: To a mixture of N,S-dimethyl-N'-nitroisothiourea (500 mg), potassium carbonate (695 mg) and acetonitrile (10 ml) was added 376 mg of acetic anhydride at room temperature. After stirring at room temperature for 5 hours, 10 ml of 2N hydrochloric acid was added to the mixture which was then extracted with 40 ml of dichloromethane. The resultant organic layers were washed with aqueous saturated sodium bicarbonate, then dried over anhydrous magnesium sulfate and concentrated to afford 600 mg of N-ace... Starting materials: ClC=1C(N(N=CC1Cl)C)=O (4,5-dichloro-2-methyl-3(2H)-pyridazinone), N1CCNCC1 (piperazine). Run in C(C)O (ethanol). The product is ClC=1C(N(N=CC1N1CCNCC1)C)=O (4-Chloro-2-methyl-5-(1-piperazinyl)-3(2H)-pyridazinone). Yield: 60.2%. Reaction SMILES: [Cl:1][C:2]1[C:3](=[O:10])[N:4]([CH3:9])[N:5]=[CH:6][C:7]=1Cl.[NH:11]1[CH2:16][CH2:15][NH:14][CH2:13][CH2:12]1>C(O)C>[Cl:1][C:2]1[C:3](=[O:10])[N:4]([CH3:9])[N:5]=[CH:6][C:7]=1[N:11]1[CH2:16][CH2:15][NH:14][CH2:13][CH2:12]1. Procedure details: A solution of 4.48 g (25 mmoles) of 4,5-dichloro-2-methyl-3(2H)-pyridazinone and 17.2 g (200 mmoles) of piperazine in 45 ml of anhydrous ethanol is boiled for 4 hours under stirring and reflux cooling. The solvent is evaporated in vacuo and the residue is dissolved in a mixture of water and dichloromethane. The organic phase is washed with water, dried and evaporated. The residue is triturated with ether. Thus 3.44 g (60%) of the desired compound are obtained. M.p.: 83°-87° C.